From a dataset of the Open Reaction Database (ORD), a public repository of structured organic reaction records. describe an organic reaction: reactants, conditions, products, and yield The reactants are OC1=C(C=O)C=CC=C1OC1=C(C=CC=C1)C (2-Hydroxy-3-(o-tolyloxy)benzaldehyde), S(=O)(=O)(OC)OC (dimethyl sulfate), C([O-])([O-])=O.[K+].[K+] (potassium carbonate), CN(C=O)C (dimethylformamide). Solvent: O (water). Conditions: time 2 hour. Yields the product COC1=C(C=O)C=CC=C1OC1=C(C=CC=C1)C (2-methoxy-3-(o-tolyloxy)benzaldehyde). Yield: 71.5%. RXN SMILES: [OH:1][C:2]1[C:9]([O:10][C:11]2[CH:16]=[CH:15][CH:14]=[CH:13][C:12]=2[CH3:17])=[CH:8][CH:7]=[CH:6][C:3]=1[CH:4]=[O:5].S(OC)(O[CH3:22])(=O)=O.C(=O)([O-])[O-].[K+].[K+].CN(C)C=O>O>[CH3:22][O:1][C:2]1[C:9]([O:10][C:11]2[CH:16]=[CH:15][CH:14]=[CH:13][C:12]=2[CH3:17])=[CH:8][CH:7]=[CH:6][C:3]=1[CH:4]=[O:5] |f:2.3.4|. Reported procedure: 2-Hydroxy-3-(o-tolyloxy)benzaldehyde (64.20 g), dimethyl sulfate (46.10 g) and powdered potassium carbonate (50.50 g) were added to dimethylformamide (150 ml) and stirred at room temperature for 2 hrs. The reaction mixture was poured into water (1 l), and the precipitating crystals were collected by filtration. The aqueous filtrate was extracted with diethyl ether, and the crystals obtained above were dissolved in the extract. The ether solution was washed with water, dried over magnesium sulfat... Starting materials: O=C([O-])[O-], CC(C)=O, N#CCCl, [K+], [K+], [Na+], [OH-], Oc1ccccc1O. Reaction SMILES: [C:13](=[O:14])([O-:15])[O-:16].[CH3:19][C:20](=[O:21])[CH3:22].[Cl:9][CH2:10][C:11]#[N:12].[K+:17].[K+:18].[Na+:24].[OH-:23].[OH:1][c:2]1[cH:3][cH:4][cH:5][cH:6][c:7]1[OH:8]>>[OH:1][c:2]1[cH:3][cH:4][cH:5][cH:6][c:7]1[O:8][CH2:10][C:11]#[N:12]. Yields the product N#CCOc1ccccc1O. The reactants are ice water, C(C)(C)(C)C=1N=C(SC1)C=1OC2=C(C1)C=C(C=C2)CN2C=C(C1=CC=C(C=C21)C)C#N (4-tert-butyl-2-{5-[(3-cyano-6-methylindol-1-yl)methyl]benzofuran-2-yl}thiazole), [N-]=[N+]=[N-].[Na+] (sodium azide), [Cl-].[NH4+] (ammonium chloride), Cl (hydrochloric acid). Solvent: CN(C=O)C (N,N-dimethylformamide). Reaction conditions: temperature 120 celsius, time 72 hour. The product is C(C)(C)(C)C=1N=C(SC1)C=1OC2=C(C1)C=C(C=C2)CN2C=C(C1=CC=C(C=C21)C)C2=NN=NN2 (5-{1-{[2-(4-tert-butylthiazol-2-yl)benzofuran-5-yl]methyl}-6-methylindol-3-yl}-1H-tetrazole). Yield: 19.1%. As a reaction SMILES: [C:1]([C:5]1[N:6]=[C:7]([C:10]2[O:11][C:12]3[CH:18]=[CH:17][C:16]([CH2:19][N:20]4[C:28]5[C:23](=[CH:24][CH:25]=[C:26]([CH3:29])[CH:27]=5)[C:22]([C:30]#[N:31])=[CH:21]4)=[CH:15][C:13]=3[CH:14]=2)[S:8][CH:9]=1)([CH3:4])([CH3:3])[CH3:2].[N-:32]=[N+:33]=[N-:34].[Na+].[Cl-].[NH4+].Cl>CN(C)C=O>[C:1]([C:5]1[N:6]=[C:7]([C:10]2[O:11][C:12]3[CH:18]=[CH:17][C:16]([CH2:19][N:20]4[C:28]5[C:23](=[CH:24][CH:25]=[C:26]([CH3:29])[CH:27]=5)[C:22]([C:30]5[NH:34][N:33]=[N:32][N:31]=5)=[CH:21]4)=[CH:15][C:13]=3[CH:14]=2)[S:8][CH:9]=1)([CH3:4])([CH3:2])[CH3:3] |f:1.2,3.4|. Reported procedure: The mixture of 4-tert-butyl-2-{5-[(3-cyano-6-methylindol-1-yl)methyl]benzofuran-2-yl}thiazole (0.19 g), sodium azide (0.32 g) and ammonium chloride (0.30 g) in N,N-dimethylformamide (2 ml) was stirred at 120° C. for 72 hours. After being cooled to room temperature, the reaction mixture was poured into ice-water and the mixture was acidified with diluted hydrochloric acid. The resulting precipitates were collected by filtration and air-dried. The precipitates were subjected to column chromatograp... Reaction SMILES: [CH3:38][OH:39].[CH3:40][CH2:41][O:42][C:43]([CH3:44])=[O:45].[CH3:46][CH2:47][OH:48].[CH3:50][CH2:51][O:52][C:53]([CH3:54])=[O:55].[Cl:26][c:27]1[cH:28][cH:29][n:30][c:31]2[cH:32][cH:33][cH:34][cH:35][c:36]12.[ClH:37].[NH2:1][c:2]1[n:3][c:4]([CH3:25])[cH:5][c:6]([NH:8][c:9]2[cH:10][cH:11][c:12]([C:13](=[O:14])[NH:15][c:16]3[cH:17][cH:18][c:19]([NH2:22])[cH:20][cH:21]3)[cH:23][cH:24]2)[n:7]1.[OH2:49]>>[ClH:26].[ClH:37].[NH2:1][c:2]1[n:3][c:4]([CH3:25])[cH:5][c:6]([NH:8][c:9]2[cH:10][cH:11][c:12]([C:13](=[O:14])[NH:15][c:16]3[cH:17][cH:18][c:19]([NH:22][c:27]4[cH:28][cH:29][n:30][c:31]5[cH:32][cH:33][cH:34][cH:35][c:36]45)[cH:20][cH:21]3)[cH:23][cH:24]2)[n:7]1. The reactants are CO, CCOC(C)=O, CCO, CCOC(C)=O, Clc1ccnc2ccccc12, Cl, Cc1cc(Nc2ccc(C(=O)Nc3ccc(N)cc3)cc2)nc(N)n1, O. The product is Cl, Cl, Cc1cc(Nc2ccc(C(=O)Nc3ccc(Nc4ccnc5ccccc45)cc3)cc2)nc(N)n1. Reaction conditions: temperature 5 celsius. Procedure: A mixture of 9-(2-trimethylsilylethoxymethyl)guanine (15.8 g), water (250 ml), and acetic acid (20 ml) was heated to reflux, giving a solution. The hot solution was treated with a small amount of Montmorillonite K10 (an acidic clay) to remove any color, filtered, and the filtrate slowly cooled to 5° C. The white crystalline solid thus produced was filtered off, to yield 9-(2-hydroxyethoxymethyl)guanine (8.8 g, 69%). 1H NMR 3.38 (4H, singlet); 4.64 (1H, broad singlet); 5.26 (2H, singlet); 6.54 (2... The product is OCCOCN1C=2N=C(NC(C2N=C1)=O)N (9-(2-hydroxyethoxymethyl)guanine). The reactants are C[Si](CCOCN1C=2N=C(NC(C2N=C1)=O)N)(C)C (9-(2-trimethylsilylethoxymethyl)guanine), O (water), O.[O-2].[O-2].[O-2].O=[Si]=O.O=[Si]=O.O=[Si]=O.O=[Si]=O.[Al+3].[Al+3] (Montmorillonite K10). Reaction SMILES: C[Si](C)(C)[CH2:3][CH2:4][O:5][CH2:6][N:7]1[CH:15]=[N:14][C:13]2[C:12](=[O:16])[NH:11][C:10]([NH2:17])=[N:9][C:8]1=2.O.O.[O-2].[O-2].[O-2].[O:25]=[Si]=O.O=[Si]=O.O=[Si]=O.O=[Si]=O.[Al+3].[Al+3]>C(O)(=O)C>[OH:25][CH2:3][CH2:4][O:5][CH2:6][N:7]1[CH:15]=[N:14][C:13]2[C:12](=[O:16])[NH:11][C:10]([NH2:17])=[N:9][C:8]1=2 |f:2.3.4.5.6.7.8.9.10.11|. Solvent: C(C)(=O)O (acetic acid). The yield is 69.0%. Reactants: [N-]=[N+]=[N-].[Na+] (Sodium azide), S(=O)(=O)(C1=CC=C(C)C=C1)OC(C(=O)OC)C(CC)C (methyl 2-tosyloxy-3-methylpentanoate). The solvent is CN(C)C=O (DMF). Conditions: time 24 hour. The product is N(=[N+]=[N-])[C@@H](C(=O)OC)[C@H](CC)C (Methyl (2R, 3S)-2-Azido-3-methylpentanoate). Yield: 80.9%. RXN SMILES: [N-:1]=[N+:2]=[N-:3].[Na+].S(O[CH:16]([CH:21]([CH3:24])[CH2:22][CH3:23])[C:17]([O:19][CH3:20])=[O:18])(C1C=CC(C)=CC=1)(=O)=O>CN(C=O)C>[N:1]([C@H:16]([C@@H:21]([CH3:24])[CH2:22][CH3:23])[C:17]([O:19][CH3:20])=[O:18])=[N+:2]=[N-:3] |f:0.1|. Procedure details: Sodium azide (1.20 g, 18.6 mmol) was added to a stirred solution of methyl 2-tosyloxy-3-methylpentanoate (3.29 g, 10.9 mmol) in DMF (30 mL). The solution was kept at 50° C. for 24 h, then partitioned between EtOAc and water. The aqueous layer was separated and extracted with EtOAc (3×50 mL). The combined organic layers were dried over MgSO4 and concentrated in vacuo to give a deep yellow oil (1.51 g, 81%), IR (neat) v 3500-3000 (very br m), 2970 (s), 2939 (br m), 2111 (s), 1736 (s), 1472 (w), 13... Reactants: NCCCCN1CCN(CC1)C1=NC=CC=N1 (1-(4-aminobutyl)-4-(2-pyrimidinyl) piperazine), CC12C(OC(C(CC1)(C2)C)=O)=O (1,5-dimethyl-3-oxabicyclo[3.2.1]octan-2,4-dione). Product: N1=C(N=CC=C1)N1CCN(CC1)CCCCN1C(C2(CCC(C1=O)(C2)C)C)=O (3-(4-[4-(2-Pyrimidinyl)-1-piperazinyl]butyl)-1, 5-dimethyl-3-azabicyclo[3.2.1]octan-2,4-dione). The yield is 20.4%. As a reaction SMILES: [NH2:1][CH2:2][CH2:3][CH2:4][CH2:5][N:6]1[CH2:11][CH2:10][N:9]([C:12]2[N:17]=[CH:16][CH:15]=[CH:14][N:13]=2)[CH2:8][CH2:7]1.[CH3:18][C:19]12[CH2:26][C:23]([CH3:27])([CH2:24][CH2:25]1)[C:22](=[O:28])[O:21][C:20]2=O>>[N:17]1[CH:16]=[CH:15][CH:14]=[N:13][C:12]=1[N:9]1[CH2:8][CH2:7][N:6]([CH2:5][CH2:4][CH2:3][CH2:2][N:1]2[C:22](=[O:28])[C:23]3([CH3:27])[CH2:26][C:19]([CH3:18])([CH2:25][CH2:24]3)[C:20]2=[O:21])[CH2:11][CH2:10]1. Reported procedure: Following substantially the procedure of Example 1, 4.2 g (17.8 mmol) of 1-(4-aminobutyl)-4-(2-pyrimidinyl) piperazine was reacted with 2.99 g (17.8 mmol) of 1,5-dimethyl-3-oxabicyclo[3.2.1]octan-2,4-dione. The product was chromatographed on silica gel, eluting with dichloromethane/methanol (96:4), to give 1.4 g (21% yield) of the title compound. Reactants: FC(C(=O)O)(F)F (trifluoroacetic acid), C(C)C=1N(C2=C(C=3N(C(=C2C)C)N=NN3)N1)CCOCCNC(OC(C)(C)C)=O (tert-butyl 2-{2-[(8-ethyl-5,6-dimethyl-7H-imidazo[4,5-c]tetrazolo[1,5-a]pyridin-7-yl)]ethoxy}ethylcarbamate). The solvent is ClCCl (dichloromethane), ClCCl (dichloromethane). Conditions: time 8 hour. Yields the product C(C)C=1N(C2=C(C=3N(C(=C2C)C)N=NN3)N1)CCOCCN (2-[2-(8-ethyl-5,6-dimethyl-7H-imidazo[4,5-c]tetrazolo[1,5-a]pyridin-7-yl)ethoxy]ethylamine). Yield: 77.7%. Reaction SMILES: FC(F)(F)C(O)=O.[CH2:8]([C:10]1[N:11]([CH2:24][CH2:25][O:26][CH2:27][CH2:28][NH:29]C(=O)OC(C)(C)C)[C:12]2[C:17]([CH3:18])=[C:16]([CH3:19])[N:15]3[N:20]=[N:21][N:22]=[C:14]3[C:13]=2[N:23]=1)[CH3:9]>ClCCl>[CH2:8]([C:10]1[N:11]([CH2:24][CH2:25][O:26][CH2:27][CH2:28][NH2:29])[C:12]2[C:17]([CH3:18])=[C:16]([CH3:19])[N:15]3[N:20]=[N:21][N:22]=[C:14]3[C:13]=2[N:23]=1)[CH3:9]. Procedure: A solution of trifluoroacetic acid (188 mL, 2.44 mol) in dichloromethane (300 mL) was cooled to 0° C. A solution of tert-butyl 2-{2-[(8-ethyl-5,6-dimethyl-7H-imidazo[4,5-c]tetrazolo[1,5-a]pyridin-7-yl)]ethoxy}ethylcarbamate (19.7 g, 48.8 mmol) in dichloromethane (300 mL) was then slowly added over a period of 30 minutes, and the reaction was stirred overnight. The volatiles were removed under reduced pressure, and the residual brown oil was stirred with 2-propanol (300 mL) to form a white salt, ... Reactants: C(C)(=O)OC1=CC=C(C(=O)Cl)C=C1 (4-acetoxybenzoyl chloride), FC1=C(C(=C(C(=C1S)F)F)F)F (pentafluorothiophenol), N1=CC=CC=C1 (pyridine), 4-N,N-dimethylaminopyridine. The solvent is ClCCl (dichloromethane), ClCCl (dichloromethane). Conditions: time 8 hour. Yields the product C(C)(=O)OC1=CC=C(C(=O)SC2=C(C(=C(C(=C2F)F)F)F)F)C=C1 (S-(Pentafluorophenyl) 4-(acetoxy)thiobenzoate). Yield: 97.2%. Reaction SMILES: [C:1]([O:4][C:5]1[CH:13]=[CH:12][C:8]([C:9](Cl)=[O:10])=[CH:7][CH:6]=1)(=[O:3])[CH3:2].[F:14][C:15]1[C:20]([SH:21])=[C:19]([F:22])[C:18]([F:23])=[C:17]([F:24])[C:16]=1[F:25].N1C=CC=CC=1>ClCCl>[C:1]([O:4][C:5]1[CH:13]=[CH:12][C:8]([C:9]([S:21][C:20]2[C:19]([F:22])=[C:18]([F:23])[C:17]([F:24])=[C:16]([F:25])[C:15]=2[F:14])=[O:10])=[CH:7][CH:6]=1)(=[O:3])[CH3:2]. Procedure details: A solution of 4-acetoxybenzoyl chloride (4.96 g) in dry dichloromethane (20 ml) was added dropwise over 15 minutes to a stirred solution of pentafluorothiophenol (5.00 g), pyridine (2.1 ml) and 4-N,N-dimethylaminopyridine (50 mg) in dry dichloromethane (75 ml), the mixture being maintained close to 5° C. by immersion in an ice-bath. The reactants were allowed to reach room temperature overnight and the organic solution was washed successively with aqueous 2M hydrochloric acid, a saturated sodium...